From a dataset of the Open Reaction Database (ORD), a public repository of structured organic reaction records. describe an organic reaction: reactants, conditions, products, and yield The reactants are Cl (hydrochloric acid), C(CCC)[Li] (n-butyllithium), [Cl-].ClC[P+](C1=CC=CC=C1)(C1=CC=CC=C1)C1=CC=CC=C1 (chloromethyltriphenylphosphonium chloride), O=C1COC2=C(C=C1)C=C(C=C2)C(=O)OC (methyl 3-oxo-2,3-dihydro-1-benzoxepin-7-carboxylate). The solvent is ClCCl (dichloromethane), O (water), O1CCCC1 (tetrahydrofuran). Reaction conditions: temperature 0 celsius, time 1 hour. Yields the product ClC=C1COC2=C(C=C1)C=C(C=C2)C(=O)OC (methyl 3-(chloromethylene)-2,3-dihydro-1-benzoxepin-7-carboxylate). The yield is 97.3%. As a reaction SMILES: C([Li])CCC.[Cl-].[Cl:7][CH2:8][P+](C1C=CC=CC=1)(C1C=CC=CC=1)C1C=CC=CC=1.O=[C:29]1[CH:35]=[CH:34][C:33]2[CH:36]=[C:37]([C:40]([O:42][CH3:43])=[O:41])[CH:38]=[CH:39][C:32]=2[O:31][CH2:30]1.Cl>O1CCCC1.ClCCl.O>[Cl:7][CH:8]=[C:29]1[CH:35]=[CH:34][C:33]2[CH:36]=[C:37]([C:40]([O:42][CH3:43])=[O:41])[CH:38]=[CH:39][C:32]=2[O:31][CH2:30]1 |f:1.2|. Procedure details: 1.3 equivalents of n-butyllithium are added to a suspension of 122 mg (0.35 mmol) of chloromethyltriphenylphosphonium chloride in tetrahydrofuran cooled to 0° C. After stirring for one hour, the ylide is added at 0° C., via a hollow tube, to 55 mg (0.25 mmol) of methyl 3-oxo-2,3-dihydro-1-benzoxepin-7-carboxylate, prepared according to example 31. Immediately afterwards, water, 1N hydrochloric acid and dichloromethane are added. The phases are separated and then the aqueous phase is extracted th... Reactants: CO, Cl, COC(=O)c1cc(N)c(C(N)=O)cc1C, [Na+], [OH-]. The product is Cc1cc(C(N)=O)c(N)cc1C(=O)O. Reaction SMILES: [CH3:19][OH:20].[ClH:18].[NH2:1][c:2]1[c:3]([C:13](=[O:14])[NH2:15])[cH:4][c:5]([CH3:12])[c:6]([C:7](=[O:8])[O:9][CH3:10])[cH:11]1.[Na+:17].[OH-:16]>>[NH2:1][c:2]1[c:3]([C:13](=[O:14])[NH2:15])[cH:4][c:5]([CH3:12])[c:6]([C:7](=[O:8])[OH:9])[cH:11]1. Reactants: Cc1noc(-c2ccc(Br)cc2)c1NC(=O)OC(C)(C)C, O=C([O-])O, CCOC(=O)C1(c2ccc(B3OC(C)(C)C(C)(C)O3)cc2)CC1, COCCOC, [Na+], c1ccc(P(c2ccccc2)(c2ccccc2)[Pd](P(c2ccccc2)(c2ccccc2)c2ccccc2)(P(c2ccccc2)(c2ccccc2)c2ccccc2)P(c2ccccc2)(c2ccccc2)c2ccccc2)cc1. Yields the product CCOC(=O)C1(c2ccc(-c3ccc(-c4onc(C)c4NC(=O)OC(C)(C)C)cc3)cc2)CC1. RXN SMILES: [C:1]([CH3:2])([CH3:3])([CH3:4])[O:5][C:6]([NH:7][c:8]1[c:9]([CH3:20])[n:10][o:11][c:12]1-[c:13]1[cH:14][cH:15][c:16]([Br:19])[cH:17][cH:18]1)=[O:21].[C:45](=[O:46])([OH:47])[O-:48].[CH2:22]([CH3:23])[O:24][C:25](=[O:26])[C:27]1([c:30]2[cH:31][cH:32][c:33]([B:36]3[O:37][C:38]([CH3:39])([CH3:40])[C:41]([CH3:42])([CH3:43])[O:44]3)[cH:34][cH:35]2)[CH2:28][CH2:29]1.[CH3:50][O:51][CH2:52][CH2:53][O:54][CH3:55].[Na+:49].[cH:56]1[cH:57][cH:58][c:59]([P:60]([Pd:61]([P:62]([c:63]2[cH:64][cH:65][cH:66][cH:67][cH:68]2)([c:69]2[cH:70][cH:71][cH:72][cH:73][cH:74]2)[c:75]2[cH:76][cH:77][cH:78][cH:79][cH:80]2)([P:81]([c:82]2[cH:83][cH:84][cH:85][cH:86][cH:87]2)([c:88]2[cH:89][cH:90][cH:91][cH:92][cH:93]2)[c:94]2[cH:95][cH:96][cH:97][cH:98][cH:99]2)[P:100]([c:101]2[cH:102][cH:103][cH:104][cH:105][cH:106]2)([c:107]2[cH:108][cH:109][cH:110][cH:111][cH:112]2)[c:113]2[cH:114][cH:115][cH:116][cH:117][cH:118]2)([c:119]2[cH:120][cH:121][cH:122][cH:123][cH:124]2)[c:125]2[cH:126][cH:127][cH:128][cH:129][cH:130]2)[cH:131][cH:132]1>>[C:1]([CH3:2])([CH3:3])([CH3:4])[O:5][C:6]([NH:7][c:8]1[c:9]([CH3:20])[n:10][o:11][c:12]1-[c:13]1[cH:14][cH:15][c:16](-[c:33]2[cH:32][cH:31][c:30]([C:27]3([C:25]([O:24][CH2:22][CH3:23])=[O:26])[CH2:28][CH2:29]3)[cH:35][cH:34]2)[cH:17][cH:18]1)=[O:21].